Dataset: the Open Reaction Database (ORD), a public repository of structured organic reaction records. Task: describe an organic reaction: reactants, conditions, products, and yield Reactants: CC(=O)O, CCOC(C)=O, O=C1C2=CCCCN2C(=O)N1c1cc([N+](=O)[O-])c(Cl)cc1F, [Fe]. Yields the product Nc1cc(N2C(=O)C3=CCCCN3C2=O)c(F)cc1Cl. As a reaction SMILES: [CH3:1][C:2](=[O:3])[OH:4].[CH3:28][CH2:29][O:30][C:31](=[O:32])[CH3:33].[Cl:5][c:6]1[cH:7][c:8]([F:26])[c:9]([N:15]2[C:16](=[O:25])[N:17]3[C:18](=[CH:19][CH2:20][CH2:21][CH2:22]3)[C:23]2=[O:24])[cH:10][c:11]1[N+:12]([O-:13])=[O:14].[Fe:27]>>[Cl:5][c:6]1[cH:7][c:8]([F:26])[c:9]([N:15]2[C:16](=[O:25])[N:17]3[C:18](=[CH:19][CH2:20][CH2:21][CH2:22]3)[C:23]2=[O:24])[cH:10][c:11]1[NH2:12]. Reactants: CC(=O)Nc1ccc(C(F)(F)F)c(OCC2CCCN2C)c1, CCO, Cl. Product: CN1CCCC1COc1cc(N)ccc1C(F)(F)F. RXN SMILES: [CH3:1][N:2]1[CH:3]([CH2:7][O:8][c:9]2[cH:10][c:11]([NH:19][C:20](=[O:21])[CH3:22])[cH:12][cH:13][c:14]2[C:15]([F:16])([F:17])[F:18])[CH2:4][CH2:5][CH2:6]1.[CH3:24][CH2:25][OH:26].[ClH:23]>>[CH3:1][N:2]1[CH:3]([CH2:7][O:8][c:9]2[cH:10][c:11]([NH2:19])[cH:12][cH:13][c:14]2[C:15]([F:16])([F:17])[F:18])[CH2:4][CH2:5][CH2:6]1. Reactants: COc1ccc(CCN)cc1OC, C1CCOC1, Cc1ccc(S(=O)(=O)OC(C)CNS(=O)(=O)c2ccc(Cl)c3ncccc23)cc1. Product: COc1ccc(CCNC(C)CNS(=O)(=O)c2ccc(Cl)c3ncccc23)cc1OC. RXN SMILES: [CH3:30][O:31][c:32]1[cH:33][c:34]([CH2:35][CH2:36][NH2:37])[cH:38][cH:39][c:40]1[O:41][CH3:42].[O:43]1[CH2:44][CH2:45][CH2:46][CH2:47]1.[c:1]1([CH3:2])[cH:3][cH:4][c:5]([S:6]([O:7][CH:11]([CH2:12][NH:13][S:14](=[O:15])(=[O:16])[c:17]2[c:18]3[cH:19][cH:20][cH:21][n:22][c:23]3[c:24]([Cl:27])[cH:25][cH:26]2)[CH3:28])(=[O:8])=[O:9])[cH:10][cH:29]1>>[CH:11]([CH2:12][NH:13][S:14](=[O:15])(=[O:16])[c:17]1[c:18]2[cH:19][cH:20][cH:21][n:22][c:23]2[c:24]([Cl:27])[cH:25][cH:26]1)([CH3:28])[NH:37][CH2:36][CH2:35][c:34]1[cH:33][c:32]([O:31][CH3:30])[c:40]([O:41][CH3:42])[cH:39][cH:38]1. Starting materials: C(C)(=O)N1CC2=C(C(=CC=C2[C@H](C1)C1=CC(=C(C=C1)O)O)O)O ((R)-(-)-N-acetyl-7,8-dihydroxy-4-(3,4-dihydroxyphenyl)-1,2,3,4-tetrahydroisoquinoline), Cl (hydrochloric acid). The solvent is C(C)O (ethanol). The product is O.Cl.OC1=CC=C2[C@H](CNCC2=C1O)C1=CC(=C(C=C1)O)O ((R)-(+)-7,8-dihydroxy-4-(3,4-dihydroxyphenyl)-1,2,3,4-tetrahydroisoquinoline hydrochloride monohydrate). RXN SMILES: C([N:4]1[CH2:13][C@H:12]([C:14]2[CH:19]=[CH:18][C:17]([OH:20])=[C:16]([OH:21])[CH:15]=2)[C:11]2[C:6](=[C:7]([OH:23])[C:8]([OH:22])=[CH:9][CH:10]=2)[CH2:5]1)(=[O:3])C.[ClH:24]>C(O)C>[OH2:3].[ClH:24].[OH:22][C:8]1[C:7]([OH:23])=[C:6]2[C:11]([C@@H:12]([C:14]3[CH:19]=[CH:18][C:17]([OH:20])=[C:16]([OH:21])[CH:15]=3)[CH2:13][NH:4][CH2:5]2)=[CH:10][CH:9]=1 |f:3.4.5|. Procedure details: (i) To 1.15 g of (R)-(-)-N-acetyl-7,8-dihydroxy-4-(3,4-dihydroxyphenyl)-1,2,3,4-tetrahydroisoquinoline 1/4hydrate were added 9 ml of 3N hydrochloric acid and 9 ml of ethanol, and the mixture was heated under an argon gas stream for 24 hours. After the reaction solution was cooled, the crystals which separated out were collected by filtration, affording 1.09 g (R)-(+)-7,8-dihydroxy-4-(3,4-dihydroxyphenyl)-1,2,3,4-tetrahydroisoquinoline hydrochloride monohydrate. [α]D20 =+15° (C=1, CH3OH) Reactants: ClC=1C=C(N)C=CC1Cl (3,4-dichloroaniline), C12C(CCC1)O2 (cyclopentene oxide). Yields the product ClC=1C=C(N[C@H]2[C@@H](CCC2)O)C=CC1Cl (trans-2-(3,4-dichloroanilino)cyclopentanol). Isolated yield 44.0%. RXN SMILES: [Cl:1][C:2]1[CH:3]=[C:4]([CH:6]=[CH:7][C:8]=1[Cl:9])[NH2:5].[CH:10]12[O:15][CH:11]1[CH2:12][CH2:13][CH2:14]2>>[Cl:1][C:2]1[CH:3]=[C:4]([CH:6]=[CH:7][C:8]=1[Cl:9])[NH:5][C@@H:10]1[CH2:14][CH2:13][CH2:12][C@H:11]1[OH:15]. Procedure: A solution of 50.0 g. (0.31 mole) of 3,4-dichloroaniline in 100 ml. of cyclopentene oxide is refluxed for 7 days. The solution is evaporated and the residue triturated with 250 ml. of petroleum ether (b.p. 30°-60° C.) five times to remove unreacted 3,4-dichloroaniline. The residue is treated with excess ethereal hydrogen chloride and the resulting crude hydrochloride salt is recrystallized twice from a methanol/ethyl ether mixture to give trans-2-(3,4-dichloroanilino)cyclopentanol, 38.7 g. (44% ... Starting materials: BrBr (Br2), [NH4+].[OH-] (NH4OH), [N+](=O)([O-])C1=CC=C(OC2=CC=C(N)C=C2)C=C1 (4-(4-nitrophenoxy)aniline), Intermediate, C(#N)[S-].[K+] (KSCN). Solvent: O (H2O), CC(=O)O (AcOH), CC(=O)O (AcOH). Run at temperature 0 celsius, time 8 hour. The product is [N+](=O)([O-])C1=CC=C(OC2=CC3=C(N=C(S3)N)C=C2)C=C1 (6-(4-Nitrophenoxy)benzthiazole-2-ylamine). Yield: 65.5%. As a reaction SMILES: [N+:1]([C:4]1[CH:17]=[CH:16][C:7]([O:8][C:9]2[CH:15]=[CH:14][C:12]([NH2:13])=[CH:11][CH:10]=2)=[CH:6][CH:5]=1)([O-:3])=[O:2].[C:18]([S-:20])#[N:19].[K+].BrBr.[NH4+].[OH-]>CC(O)=O.O>[N+:1]([C:4]1[CH:17]=[CH:16][C:7]([O:8][C:9]2[CH:15]=[CH:14][C:12]3[N:13]=[C:18]([NH2:19])[S:20][C:11]=3[CH:10]=2)=[CH:6][CH:5]=1)([O-:3])=[O:2] |f:1.2,4.5|. Procedure details: To a solution of 4-(4-nitrophenoxy)aniline (Intermediate 10–1.15 g, 5.0 mmol) in AcOH (5 mL) was added KSCN (729 mg, 7.5 mmol). The mixture was cooled to 0° C. and added a solution of Br2 (256 μL, 5.0 mmol) in AcOH (6 mL) then stirred at room temperature overnight. The mixture was poured into H2O, basified with NH4OH (aq), then extracted with ethyl acetate. The organic layer was washed with water and brine, dried over Na2SO4 then evaporated. Sequence purification on SiO2 column chromatography ga... Starting materials: OCC1=CCCN(C1)C(=O)OC(C)(C)C (tert-butyl 5-(hydroxymethyl)-3,6-dihydro-1(2H)-pyridinecarboxylate). Reagents/catalysts: O=[Mn]=O (MnO2). The solvent is ClCCl (dichloromethane). Run at time 8 hour. Product: C(=O)C1=CCCN(C1)C(=O)OC(C)(C)C (tert-butyl 5-formyl-3,6-dihydro-1(2H)-pyridinecarboxylate). The yield is 94.0%. Reaction SMILES: [OH:1][CH2:2][C:3]1[CH2:8][N:7]([C:9]([O:11][C:12]([CH3:15])([CH3:14])[CH3:13])=[O:10])[CH2:6][CH2:5][CH:4]=1>ClCCl.O=[Mn]=O>[CH:2]([C:3]1[CH2:8][N:7]([C:9]([O:11][C:12]([CH3:15])([CH3:14])[CH3:13])=[O:10])[CH2:6][CH2:5][CH:4]=1)=[O:1]. Reported procedure: To a solution of tert-butyl 5-(hydroxymethyl)-3,6-dihydro-1(2H)-pyridinecarboxylate (14.65 g, 68.69 mmol) in dichloromethane was added MnO2(89.58 g, 1030.36 mmol), then stirred overnight at room temperature. The reaction mixture was filtered through Celite®, the filtrate was concentrated under reduced pressure to give tert-butyl 5-formyl-3,6-dihydro-1(2H)-pyridinecarboxylate, which was pure enough to be used for the next reaction. (13.55 g, yield 94%) Starting materials: FC1=CC=C(C(=O)NN)C=C1 (4-Fluorobenzhydrazide), C(#N)C1=CC=C(C=C1)[C@H]1CN(CCO1)C(=O)OC(C)(C)C ((S)-tert-butyl 2-(4-cyanophenyl)morpholine-4-carboxylate), C([O-])([O-])=O.[K+].[K+] (potassium carbonate). Solvent: C(CCC)O (butan-1-ol). Reaction conditions: temperature 150 celsius, time 3 hour. Product: FC1=CC=C(C=C1)C1=NC(=NN1)C1=CC=C(C=C1)[C@H]1CN(CCO1)C(=O)OC(C)(C)C ((S)-tert-Butyl 2-(4-(5-(4-fluorophenyl)-1H-1,2,4-triazol-3-yl)phenyl)morpholine-4-carboxylate). RXN SMILES: [F:1][C:2]1[CH:11]=[CH:10][C:5]([C:6]([NH:8][NH2:9])=O)=[CH:4][CH:3]=1.[C:12]([C:14]1[CH:19]=[CH:18][C:17]([C@@H:20]2[O:25][CH2:24][CH2:23][N:22]([C:26]([O:28][C:29]([CH3:32])([CH3:31])[CH3:30])=[O:27])[CH2:21]2)=[CH:16][CH:15]=1)#[N:13].C(=O)([O-])[O-].[K+].[K+]>C(O)CCC>[F:1][C:2]1[CH:11]=[CH:10][C:5]([C:6]2[NH:8][N:9]=[C:12]([C:14]3[CH:15]=[CH:16][C:17]([C@@H:20]4[O:25][CH2:24][CH2:23][N:22]([C:26]([O:28][C:29]([CH3:32])([CH3:31])[CH3:30])=[O:27])[CH2:21]4)=[CH:18][CH:19]=3)[N:13]=2)=[CH:4][CH:3]=1 |f:2.3.4|. Procedure details: 4-Fluorobenzhydrazide (50 mg, 0.324) an (S)-tert-butyl 2-(4-cyanophenyl)morpholine-4-carboxylate (112 mg, 0.389 mmol) and potassium carbonate (22.5 mg, 0.162 mmol) was dissolved in butan-1-ol (1 ml) and stirred in a closed vial for 3 h at 150° C. The vial was opened and heating was continued for another 15 min to evaporate most of the solvent. Starting materials: IC1=CC=CC=C1 (iodobenzene), C(C)(C)NC(C)C (diisopropylamine), C1(CC1)C#C (cyclopropylacetylene). Yield: 99.2%. The solvent is C(C)(=O)OCC (ethyl acetate), CN(C=O)C (N,N-dimethylformamide). Procedure details: To a degassed solution of iodobenzene (0.549 mL, 4.90 mmol), dichlorobis(triphenylphosphine)-palladium(II) (0.206 g, 0.294 mmol), copper(I) iodide (0.047 g, 0.245 mmol) and diisopropylamine (3.49 mL, 24.5 mmol) in N,N-dimethylformamide (20 mL) was added cyclopropylacetylene (0.622 mL, 7.35 mmol). The reaction mixture was heated to 75° C. for 45 minutes. The reaction mixture was then diluted with ethyl acetate (150 mL), washed with a 10% aqueous solution of lithium chloride (2×100 mL), washed wit... Run at temperature 75 celsius. The reagents and catalysts are Cl[Pd]([P](C1=CC=CC=C1)(C2=CC=CC=C2)C3=CC=CC=C3)([P](C4=CC=CC=C4)(C5=CC=CC=C5)C6=CC=CC=C6)Cl (dichlorobis(triphenylphosphine)-palladium(II)), [Cu]I (copper(I) iodide). Product: C1(CC1)C#CC1=CC=CC=C1 ((cyclopropylethynyl)benzene). As a reaction SMILES: I[C:2]1[CH:7]=[CH:6][CH:5]=[CH:4][CH:3]=1.C(NC(C)C)(C)C.[CH:15]1([C:18]#[CH:19])[CH2:17][CH2:16]1>CN(C)C=O.C(OCC)(=O)C.Cl[Pd](Cl)([P](C1C=CC=CC=1)(C1C=CC=CC=1)C1C=CC=CC=1)[P](C1C=CC=CC=1)(C1C=CC=CC=1)C1C=CC=CC=1.[Cu]I>[CH:15]1([C:18]#[C:19][C:2]2[CH:7]=[CH:6][CH:5]=[CH:4][CH:3]=2)[CH2:17][CH2:16]1 |^1:33,52|. Starting materials: CCOC(C)=O, Fc1ccc(-c2cnnc(Cl)c2)cc1, NCCO, C1COCCO1, O. The product is OCCNc1cc(-c2ccc(F)cc2)cnn1. As a reaction SMILES: [CH3:19][CH2:20][O:21][C:22](=[O:23])[CH3:24].[Cl:5][c:6]1[n:7][n:8][cH:9][c:10](-[c:12]2[cH:13][cH:14][c:15]([F:18])[cH:16][cH:17]2)[cH:11]1.[NH2:1][CH2:2][CH2:3][OH:4].[O:26]1[CH2:27][CH2:28][O:29][CH2:30][CH2:31]1.[OH2:25]>>[NH:1]([CH2:2][CH2:3][OH:4])[c:6]1[n:7][n:8][cH:9][c:10](-[c:12]2[cH:13][cH:14][c:15]([F:18])[cH:16][cH:17]2)[cH:11]1.